This data is from the Open Reaction Database (ORD), a public repository of structured organic reaction records. The task is: describe an organic reaction: reactants, conditions, products, and yield The reactants are COc1ccccc1Br, C1CCOC1, CCOCC, [Cl-], O=C1Nc2ccc(Cl)cc2C1=O, I, [Mg], [NH4+]. Yields the product COc1ccccc1C1(O)C(=O)Nc2ccc(Cl)cc21. RXN SMILES: [Br:2][c:3]1[c:4]([O:9][CH3:10])[cH:5][cH:6][cH:7][cH:8]1.[CH2:31]1[O:32][CH2:33][CH2:34][CH2:35]1.[CH3:26][CH2:27][O:28][CH2:29][CH3:30].[Cl-:24].[Cl:12][c:13]1[cH:14][c:15]2[c:19]([cH:20][cH:21]1)[NH:18][C:17](=[O:22])[C:16]2=[O:23].[I:11].[Mg:1].[NH4+:25]>>[c:3]1([C:16]2([OH:23])[c:15]3[cH:14][c:13]([Cl:12])[cH:21][cH:20][c:19]3[NH:18][C:17]2=[O:22])[c:4]([O:9][CH3:10])[cH:5][cH:6][cH:7][cH:8]1. The reactants are C(=O)(O)[C@@H]1C[C@H]([C@H](CC1)NC(=O)OCC1=CC=CC=C1)NC(=O)OC(C)(C)C ((1S,2R,4S)-4-Carboxy-N1-benzyloxycarbonyl-N2-(tert-butoxycarbonyl)-1,2-cyclohexanediamine), Cl.CNC (Dimethylamine hydrochloride), Cl.CNC (dimethylamine hydrochloride), Cl.CN(CCCN=C=NCC)C (3-(3-dimethylaminopropyl)-1-ethylcarbodiimide hydrochloride), O.ON1N=NC2=C1C=CC=C2 (1-hydroxybenzotriazole monohydrate). Solvent: ClCCl (dichloromethane), C(C)N(CC)CC (triethylamine), C(C)N(CC)CC (triethylamine), O (water). Run at time 1 hour. Yields the product C(C1=CC=CC=C1)OC(=O)N[C@@H]1[C@@H](C[C@H](CC1)C(N(C)C)=O)NC(=O)OC(C)(C)C ((1S,2R,4S)-N1-Benzyloxycarbonyl-N2-(tert-butoxycarbonyl)-4-(N,N-dimethylcarbamoyl)-1,2-cyclohexanediamine). RXN SMILES: [C:1]([C@H:4]1[CH2:9][CH2:8][C@H:7]([NH:10][C:11]([O:13][CH2:14][C:15]2[CH:20]=[CH:19][CH:18]=[CH:17][CH:16]=2)=[O:12])[C@H:6]([NH:21][C:22]([O:24][C:25]([CH3:28])([CH3:27])[CH3:26])=[O:23])[CH2:5]1)(O)=[O:2].Cl.[CH3:30][NH:31][CH3:32].Cl.CN(C)CCCN=C=NCC.O.ON1C2C=CC=CC=2N=N1>ClCCl.O.C(N(CC)CC)C>[CH2:14]([O:13][C:11]([NH:10][C@H:7]1[CH2:8][CH2:9][C@H:4]([C:1](=[O:2])[N:31]([CH3:32])[CH3:30])[CH2:5][C@H:6]1[NH:21][C:22]([O:24][C:25]([CH3:27])([CH3:26])[CH3:28])=[O:23])=[O:12])[C:15]1[CH:16]=[CH:17][CH:18]=[CH:19][CH:20]=1 |f:1.2,3.4,5.6|. Procedure details: (1S,2R,4S)-4-Carboxy-N1-benzyloxycarbonyl-N2-(tert-butoxycarbonyl)-1,2-cyclohexanediamine was dissolved in dichloromethane (50 ml), and dimethylamine hydrochloride (240 mg), triethylamine (0.41 ml), 3-(3-dimethylaminopropyl)-1-ethylcarbodiimide hydrochloride (420 mg) and 1-hydroxybenzotriazole monohydrate (340 mg) were added to stir the mixture at room temperature for 1 hour. Dimethylamine hydrochloride (480 mg) and triethylamine (0.82 ml) were additionally added to the reaction mixture to stir ... The reactants are Cc1cc(Cl)cc(Cl)c1S(=O)(=O)Cl, Nc1nc(-c2ccccc2Cl)cs1. Product: Cc1cc(Cl)cc(Cl)c1S(=O)(=O)Nc1nc(-c2ccccc2Cl)cs1. RXN SMILES: [Cl:14][c:15]1[c:16]([S:23](=[O:24])(=[O:25])[Cl:26])[c:17]([CH3:22])[cH:18][c:19]([Cl:21])[cH:20]1.[Cl:1][c:2]1[c:3](-[c:8]2[n:9][c:10]([NH2:13])[s:11][cH:12]2)[cH:4][cH:5][cH:6][cH:7]1>>[Cl:1][c:2]1[c:3](-[c:8]2[n:9][c:10]([NH:13][S:23]([c:16]3[c:15]([Cl:14])[cH:20][c:19]([Cl:21])[cH:18][c:17]3[CH3:22])(=[O:24])=[O:25])[s:11][cH:12]2)[cH:4][cH:5][cH:6][cH:7]1. Reaction SMILES: [C:19]([CH3:20])([CH3:21])([CH3:22])[Br:23].[CH2:27]([N+:28]([CH2:29][CH2:30][CH2:31][CH3:32])([CH2:33][CH2:34][CH2:35][CH3:36])[CH2:37][CH2:38][CH2:39][CH3:40])[CH2:41][CH2:42][CH3:43].[CH3:44][c:45]1[cH:46][cH:47][cH:48][cH:49][cH:50]1.[CH:10]([N:11]([CH:12]([CH3:13])[CH3:14])[CH2:15][CH3:16])([CH3:17])[CH3:18].[Cl-:24].[I-:26].[NH4+:25].[S:51]([O-:52])([C:53]([F:54])([F:55])[F:56])(=[O:57])=[O:58].[S:60]([O-:61])([C:62]([F:63])([F:64])[F:65])(=[O:66])=[O:67].[Zn+2:59].[nH:1]1[cH:2][cH:3][c:4]2[cH:5][cH:6][cH:7][cH:8][c:9]12>>[nH:1]1[cH:2][c:3]([C:19]([CH3:20])([CH3:21])[CH3:22])[c:4]2[cH:5][cH:6][cH:7][cH:8][c:9]12. Product: CC(C)(C)c1c[nH]c2ccccc12. The reactants are CC(C)(C)Br, CCCC[N+](CCCC)(CCCC)CCCC, Cc1ccccc1, CCN(C(C)C)C(C)C, [Cl-], [I-], [NH4+], O=S(=O)([O-])C(F)(F)F, O=S(=O)([O-])C(F)(F)F, [Zn+2], c1ccc2[nH]ccc2c1.